This data is from the Open Reaction Database (ORD), a public repository of structured organic reaction records. The task is: describe an organic reaction: reactants, conditions, products, and yield Starting materials: CCOC(=O)c1nc(Nc2ccccc2)oc1-c1ccc(OC)cc1, CO, [K+], [OH-]. Yields the product COc1ccc(-c2oc(Nc3ccccc3)nc2C(=O)O)cc1. As a reaction SMILES: [CH3:1][O:2][c:3]1[cH:4][cH:5][c:6](-[c:9]2[c:10]([C:21](=[O:22])[O:23][CH2:24][CH3:25])[n:11][c:12]([NH:14][c:15]3[cH:16][cH:17][cH:18][cH:19][cH:20]3)[o:13]2)[cH:7][cH:8]1.[CH3:28][OH:29].[K+:27].[OH-:26]>>[CH3:1][O:2][c:3]1[cH:4][cH:5][c:6](-[c:9]2[c:10]([C:21](=[O:22])[OH:23])[n:11][c:12]([NH:14][c:15]3[cH:16][cH:17][cH:18][cH:19][cH:20]3)[o:13]2)[cH:7][cH:8]1. The reactants are C (charcoal), Cl (hydrochloric acid), O (water), FC1=C(C=C(C=C1)C(CCC(=O)O)=O)C (4-(4-fluoro-3-methylphenyl)-4 -oxobutanoic acid). Reagents/catalysts: [Pd](Cl)Cl (palladium chloride), [Pd](Cl)Cl (palladium chloride). Solvent: CO (methanol). Conditions: time 6 hour. Product: FC1=C(C=C(C=C1)CCCC(=O)O)C (4-(4-fluoro-3 -methylphenyl)butanoic acid). Isolated yield 94.3%. As a reaction SMILES: [F:1][C:2]1[CH:7]=[CH:6][C:5]([C:8](=O)[CH2:9][CH2:10][C:11]([OH:13])=[O:12])=[CH:4][C:3]=1[CH3:15].C.Cl.O>CO.[Pd](Cl)Cl>[F:1][C:2]1[CH:7]=[CH:6][C:5]([CH2:8][CH2:9][CH2:10][C:11]([OH:13])=[O:12])=[CH:4][C:3]=1[CH3:15]. Reported procedure: In methanol, 10.0 g of 4-(4-fluoro-3-methylphenyl)-4 -oxobutanoic acid were dissolved, followed by the addition of 1.5 g of activated charcoal (Norit EXW) and 12.4 ml of a palladium chloride solution (a solution obtained by dissolving 2.2 ml of concentrated hydrochloric acid and 2.5 ml of water to 1.0 g of palladium chloride with heating to give a total volume of 50 ml). The resulting mixture was subjected to catalytic reduction at room temperature and atmospheric pressure for 6 hours. After the... The product is COc1ccc(-c2ccc(C(CN3CCCC3)N(C)C(=O)CN3C(=O)COc4cc(Cl)c(Cl)cc43)cc2)cc1OC. As a reaction SMILES: [Br:1][c:2]1[cH:3][cH:4][c:5]([CH:8]([CH2:9][N:10]2[CH2:11][CH2:12][CH2:13][CH2:14]2)[N:15]([C:16]([CH2:17][N:18]2[C:19](=[O:30])[CH2:20][O:21][c:22]3[c:23]2[cH:24][c:25]([Cl:29])[c:26]([Cl:28])[cH:27]3)=[O:31])[CH3:32])[cH:6][cH:7]1.[C:46](=[O:47])([O-:48])[O-:49].[CH3:33][O:34][c:35]1[cH:36][c:37]([B:43]([OH:44])[OH:45])[cH:38][cH:39][c:40]1[O:41][CH3:42].[Na+:50].[Na+:51].[O:52]=[CH:53][N:54]([CH3:55])[CH3:56]>>[c:2]1(-[c:37]2[cH:36][c:35]([O:34][CH3:33])[c:40]([O:41][CH3:42])[cH:39][cH:38]2)[cH:3][cH:4][c:5]([CH:8]([CH2:9][N:10]2[CH2:11][CH2:12][CH2:13][CH2:14]2)[N:15]([C:16]([CH2:17][N:18]2[C:19](=[O:30])[CH2:20][O:21][c:22]3[c:23]2[cH:24][c:25]([Cl:29])[c:26]([Cl:28])[cH:27]3)=[O:31])[CH3:32])[cH:6][cH:7]1. Reactants: CN(C(=O)CN1C(=O)COc2cc(Cl)c(Cl)cc21)C(CN1CCCC1)c1ccc(Br)cc1, O=C([O-])[O-], COc1ccc(B(O)O)cc1OC, [Na+], [Na+], CN(C)C=O. Starting materials: CCOCC, CC(=O)[O-], ClCCl, O=[Cr](=O)([O-])O[Cr](=O)(=O)[O-], [Na+], COC(=O)CCSCc1ccc(C(O)CC(=O)OC(C)(C)C)cc1, c1cc[nH+]cc1, c1cc[nH+]cc1. The product is COC(=O)CCSCc1ccc(C(=O)CC(=O)OC(C)(C)C)cc1. RXN SMILES: [CH2:51]([O:52][CH2:53][CH3:54])[CH3:55].[CH3:26][C:27](=[O:28])[O-:29].[Cl:56][CH2:57][Cl:58].[Cr:30]([O:31][Cr:32]([O-:33])(=[O:34])=[O:35])([O-:36])(=[O:37])=[O:38].[Na+:25].[OH:1][CH:2]([CH2:3][C:4](=[O:5])[O:6][C:7]([CH3:8])([CH3:9])[CH3:10])[c:11]1[cH:12][cH:13][c:14]([CH2:17][S:18][CH2:19][CH2:20][C:21](=[O:22])[O:23][CH3:24])[cH:15][cH:16]1.[nH+:39]1[cH:40][cH:41][cH:42][cH:43][cH:44]1.[nH+:45]1[cH:46][cH:47][cH:48][cH:49][cH:50]1>>[O:1]=[C:2]([CH2:3][C:4](=[O:5])[O:6][C:7]([CH3:8])([CH3:9])[CH3:10])[c:11]1[cH:12][cH:13][c:14]([CH2:17][S:18][CH2:19][CH2:20][C:21](=[O:22])[O:23][CH3:24])[cH:15][cH:16]1. The product is C(C1=CC=CC=C1)C1NCC2=CC=CC(=C2C1)Cl (3-benzyl-5-chloro-1,2,3,4-tetrahydroisoquinoline). Solvent: C(Cl)Cl (methylene chloride), C(C)O (ethanol). As a reaction SMILES: C(OC([NH:8][CH2:9][C:10]1[CH:15]=[CH:14][CH:13]=[C:12]([Cl:16])[C:11]=1[CH2:17][C:18](=O)[CH2:19][C:20]1[CH:25]=[CH:24][CH:23]=[CH:22][CH:21]=1)=O)(C)(C)C.FC(F)(F)C(O)=O.[BH4-].[Na+].C(=O)([O-])O.[Na+]>C(Cl)Cl.C(O)C>[CH2:19]([CH:18]1[CH2:17][C:11]2[C:10](=[CH:15][CH:14]=[CH:13][C:12]=2[Cl:16])[CH2:9][NH:8]1)[C:20]1[CH:25]=[CH:24][CH:23]=[CH:22][CH:21]=1 |f:2.3,4.5|. Run at time 1 hour. Reported procedure: 427 mg of 1-[2-(tert-butoxycarbonylaminomethyl)-6-chlorophenyl]-3-phenyl-2-propanone was dissolved in 5 mL of methylene chloride, and 3 mL of trifluoroacetic acid was added thereto under ice-cooling, followed by stirring at room temperature for 1 hour. After confirming the loss of the starting material, it was concentrated under reduced pressure, and the residue obtained was dissolved in 5 mL of ethanol. 173 mg of sodium borohydride was added thereto under ice-cooling, followed by stirring at ro... The reactants are FC(C(=O)O)(F)F (trifluoroacetic acid), C(O)([O-])=O.[Na+] (sodium hydrogen carbonate), C(C)(C)(C)OC(=O)NCC1=C(C(=CC=C1)Cl)CC(CC1=CC=CC=C1)=O (1-[2-(tert-butoxycarbonylaminomethyl)-6-chlorophenyl]-3-phenyl-2-propanone), [BH4-].[Na+] (sodium borohydride). The yield is 58.8%.